The task is: describe an organic reaction: reactants, conditions, products, and yield. This data is from the Open Reaction Database (ORD), a public repository of structured organic reaction records. The reactants are CCOC(=O)C(C)(C)Oc1cc(OC)cc(C(=O)O)c1, CCCC(C)(Br)C(=O)[O-], CNCc1cnc(-c2ccc(C(F)(F)F)cc2)nc1C1CC1, [O-][Cl+][O-], [Na+], COc1cc(O)cc(C=O)c1. Product: CCOC(=O)C(C)(C)Oc1cc(OC)cc(C(=O)N(C)Cc2cnc(-c3ccc(C(F)(F)F)cc3)nc2C2CC2)c1. Reaction SMILES: [CH2:23]([CH3:24])[O:25][C:26](=[O:27])[C:28]([CH3:29])([O:30][c:31]1[cH:32][c:33]([C:34](=[O:35])[OH:36])[cH:37][c:38]([O:40][CH3:41])[cH:39]1)[CH3:42].[CH2:54]([CH2:55][C:56]([Br:57])([CH3:58])[C:59]([O-:60])=[O:61])[CH3:62].[CH:1]1([c:4]2[n:5][c:6](-[c:13]3[cH:14][cH:15][c:16]([C:19]([F:20])([F:21])[F:22])[cH:17][cH:18]3)[n:7][cH:8][c:9]2[CH2:10][NH:11][CH3:12])[CH2:2][CH2:3]1.[Cl+:63]([O-:64])[O-:65].[Na+:66].[OH:43][c:44]1[cH:45][c:46]([CH:52]=[O:53])[cH:47][c:48]([O:49][CH3:50])[cH:51]1>>[CH:1]1([c:4]2[n:5][c:6](-[c:13]3[cH:14][cH:15][c:16]([C:19]([F:20])([F:21])[F:22])[cH:17][cH:18]3)[n:7][cH:8][c:9]2[CH2:10][N:11]([CH3:12])[C:34]([c:33]2[cH:32][c:31]([O:30][C:28]([C:26]([O:25][CH2:23][CH3:24])=[O:27])([CH3:29])[CH3:42])[cH:39][c:38]([O:40][CH3:41])[cH:37]2)=[O:36])[CH2:2][CH2:3]1. Starting materials: C[Si]([O-])(C)C.[K+] (Potassium trimethyl silanolate), C(C1=CC=CC=C1)OCC1C(C1)S(=O)(=O)N1C(N(C2=C1C1=C(C=CO1)C(=C2F)F)C2=C(C=C(C=C2)I)F)=O (1-(2-(benzyloxymethyl)cyclopropylsulfonyl)-4,5-difluoro-3-(2-fluoro-4-iodophenyl)-1H-benzofuro[6,7-d]imidazol-2(3H)-one), C(C)(=O)OCC (ethyl acetate). Run in CCCCCC (hexane), C1CCOC1 (THF), C(Cl)Cl (DCM). Reaction conditions: temperature 30 celsius, time 2 hour. Yields the product C(C1=CC=CC=C1)OCC1C(C1)S(=O)(=O)NC1=C(C(=C(C=2C=COC21)F)F)NC2=C(C=C(C=C2)I)F (2-(Benzyloxymethyl)-N-(4,5-difluoro-6-(2-fluoro-4-iodophenylamino)benzofuran-7-yl)cyclopropane-1-sulfonamide). Isolated yield 92.5%. Reaction SMILES: C[Si](C)(C)[O-].[K+].[CH2:7]([O:14][CH2:15][CH:16]1[CH2:18][CH:17]1[S:19]([N:22]1[C:26]2[C:27]3[O:31][CH:30]=[CH:29][C:28]=3[C:32]([F:35])=[C:33]([F:34])[C:25]=2[N:24]([C:36]2[CH:41]=[CH:40][C:39]([I:42])=[CH:38][C:37]=2[F:43])C1=O)(=[O:21])=[O:20])[C:8]1[CH:13]=[CH:12][CH:11]=[CH:10][CH:9]=1.C(OCC)(=O)C>C1COCC1.CCCCCC.C(Cl)Cl>[CH2:7]([O:14][CH2:15][CH:16]1[CH2:18][CH:17]1[S:19]([NH:22][C:26]1[C:27]2[O:31][CH:30]=[CH:29][C:28]=2[C:32]([F:35])=[C:33]([F:34])[C:25]=1[NH:24][C:36]1[CH:41]=[CH:40][C:39]([I:42])=[CH:38][C:37]=1[F:43])(=[O:20])=[O:21])[C:8]1[CH:9]=[CH:10][CH:11]=[CH:12][CH:13]=1 |f:0.1|. Procedure: Potassium trimethyl silanolate (0.105 g, 0.8256 mmol) was added to a solution of 1-(2-(benzyloxymethyl)cyclopropylsulfonyl)-4,5-difluoro-3-(2-fluoro-4-iodophenyl)-1H-benzofuro[6,7-d]imidazol-2(3H)-one (I-37a: 0.180 g, 0.2752 mmol) in THF (5 mL) at 0° C. The reaction mass was stirred for 2 hours at 20-40° C. The reaction was monitored by TLC (30% ethyl acetate in hexane). The reaction mass was diluted with DCM (50 mL) and partitioned between water and DCM. The organic layer was washed with water,...